Dataset: the Open Reaction Database (ORD), a public repository of structured organic reaction records. Task: describe an organic reaction: reactants, conditions, products, and yield Reactants: ClCC1=NC2=CC(=C(C=C2C(=C1C(=O)OCC)C1=CC=C(C=C1)OC)OC)OC (ethyl 2-chloromethyl-4-(4-methoxyphenyl)-6,7-dimethoxyquinoline-3-carboxylate), C(C)NCC (diethylamine). Product: C(C)N(CC)CC1=NC2=CC(=C(C=C2C(=C1C(=O)OCC)C1=CC=C(C=C1)OC)OC)OC (ethyl 2-(N,N-diethylaminomethyl)-6,7-dimethoxy-4-(4-methoxyphenyl)quinoline-3-carboxylate). As a reaction SMILES: Cl[CH2:2][C:3]1[C:12]([C:13]([O:15][CH2:16][CH3:17])=[O:14])=[C:11]([C:18]2[CH:23]=[CH:22][C:21]([O:24][CH3:25])=[CH:20][CH:19]=2)[C:10]2[C:5](=[CH:6][C:7]([O:28][CH3:29])=[C:8]([O:26][CH3:27])[CH:9]=2)[N:4]=1.[CH2:30]([NH:32][CH2:33][CH3:34])[CH3:31]>>[CH2:30]([N:32]([CH2:2][C:3]1[C:12]([C:13]([O:15][CH2:16][CH3:17])=[O:14])=[C:11]([C:18]2[CH:23]=[CH:22][C:21]([O:24][CH3:25])=[CH:20][CH:19]=2)[C:10]2[C:5](=[CH:6][C:7]([O:28][CH3:29])=[C:8]([O:26][CH3:27])[CH:9]=2)[N:4]=1)[CH2:33][CH3:34])[CH3:31]. Procedure: According to the same manner as that described in Example 33, ethyl 2-chloromethyl-4-(4-methoxyphenyl)-6,7-dimethoxyquinoline-3-carboxylate was reacted with diethylamine to give ethyl 2-(N,N-diethylaminomethyl)-6,7-dimethoxy-4-(4-methoxyphenyl)quinoline-3-carboxylate. This compound was recrystallized from ethyl acetate - hexane. Colorless prisms, mp. 118°-119° C. Starting materials: C1CCOC1, COC(=O)C1Cc2cc3c(cc2CN1C(=O)OC(C)(C)C)OC(c1cccc(OCc2ccc(Cl)c(Cl)c2)c1)CO3, CO, Cl, [Li+], [OH-]. Yields the product CC(C)(C)OC(=O)N1Cc2cc3c(cc2CC1C(=O)O)OCC(c1cccc(OCc2ccc(Cl)c(Cl)c2)c1)O3. Reaction SMILES: [CH2:45]1[O:46][CH2:47][CH2:48][CH2:49]1.[CH3:1][O:2][C:3](=[O:4])[CH:5]1[N:6]([C:35](=[O:36])[O:37][C:38]([CH3:39])([CH3:40])[CH3:41])[CH2:7][c:8]2[cH:9][c:10]3[c:11]([cH:12][c:13]2[CH2:14]1)[O:15][CH2:16][CH:17]([c:19]1[cH:20][c:21]([O:25][CH2:26][c:27]2[cH:28][c:29]([Cl:34])[c:30]([Cl:33])[cH:31][cH:32]2)[cH:22][cH:23][cH:24]1)[O:18]3.[CH3:50][OH:51].[ClH:44].[Li+:43].[OH-:42]>>[O:2]=[C:3]([OH:4])[CH:5]1[N:6]([C:35](=[O:36])[O:37][C:38]([CH3:39])([CH3:40])[CH3:41])[CH2:7][c:8]2[cH:9][c:10]3[c:11]([cH:12][c:13]2[CH2:14]1)[O:15][CH2:16][CH:17]([c:19]1[cH:20][c:21]([O:25][CH2:26][c:27]2[cH:28][c:29]([Cl:34])[c:30]([Cl:33])[cH:31][cH:32]2)[cH:22][cH:23][cH:24]1)[O:18]3. As a reaction SMILES: [Cl:1][C:2]1[CH:7]=[CH:6][C:5]([N:8]2[C@@H:12]([C:13]3[CH:18]=[CH:17][CH:16]=[C:15]([O:19][CH3:20])[CH:14]=3)[C@H:11]([CH2:21]O)[O:10][C:9]2=[O:23])=[CH:4][CH:3]=1.[C:24]1([C:30]2[NH:34][N:33]=[N:32][N:31]=2)[CH:29]=[CH:28][CH:27]=[CH:26][CH:25]=1.C1(P(C2C=CC=CC=2)C2C=CC=CC=2)C=CC=CC=1.CC(OC(/N=N/C(OC(C)C)=O)=O)C>C(Cl)Cl>[Cl:1][C:2]1[CH:3]=[CH:4][C:5]([N:8]2[C@@H:12]([C:13]3[CH:18]=[CH:17][CH:16]=[C:15]([O:19][CH3:20])[CH:14]=3)[C@H:11]([CH2:21][N:32]3[N:33]=[N:34][C:30]([C:24]4[CH:29]=[CH:28][CH:27]=[CH:26][CH:25]=4)=[N:31]3)[O:10][C:9]2=[O:23])=[CH:6][CH:7]=1. The reactants are ClC1=CC=C(C=C1)N1C(O[C@H]([C@@H]1C1=CC(=CC=C1)OC)CO)=O ((4S,5R)-3-(4-Chlorophenyl)-5-(hydroxymethyl)-4-(3-methoxyphenyl)oxazolidin-2-one), C1(=CC=CC=C1)C1=NN=NN1 (phenyltetrazole), C1(=CC=CC=C1)P(C1=CC=CC=C1)C1=CC=CC=C1 (triphenylphosphine), CC(C)OC(=O)/N=N/C(=O)OC(C)C (diisopropylazodicarboxylate). Procedure: (4S,5R)-3-(4-Chlorophenyl)-5-(hydroxymethyl)-4-(3-methoxyphenyl)oxazolidin-2-one (40 mg, 0.12 mmol) and phenyltetrazole (17 mg, 0.12 mmol) are dissolved in DCM (1 mL), cooled to 0° C. and are then subsequently treated with triphenylphosphine (29 mg, 0.11 mmol) and diisopropylazodicarboxylate (0.024 mL, 0.12 mmol). The mixture is allowed to stir to room temperature overnight and is then purified by flash chromatography (4 g Redisep cartridge, 10-30% Ethyl acetate-hexanes) to give the title compou... Run in C(Cl)Cl (DCM). Reaction conditions: temperature 0 celsius, time 8 hour. Yields the product ClC1=CC=C(C=C1)N1C(O[C@H]([C@@H]1C1=CC(=CC=C1)OC)CN1N=C(N=N1)C1=CC=CC=C1)=O ((4S,5S)-3-(4-chlorophenyl)-4-(3-methoxyphenyl)-5-((5-phenyl-2H-tetrazol-2-yl)methyl)oxazolidin-2-one).